Dataset: the Open Reaction Database (ORD), a public repository of structured organic reaction records. Task: describe an organic reaction: reactants, conditions, products, and yield Reactants: [Cl-].ClCC1=[NH+]C=C(C=C1)CC (2-chloromethyl-5-ethylpyridinium chloride), CC1=CC(=O)NC(=S)N1 (6-methyl-2-thiouracyl). Product: C(C)C=1C=CC(=NC1)CSC1=NC(=CC(N1)=O)C (2-[(5-ethylpyridin-2-yl)methyl]thio-6-methyl-4(3H)-pyrimidinone). The yield is 51.0%. RXN SMILES: [Cl-].Cl[CH2:3][C:4]1[CH:9]=[CH:8][C:7]([CH2:10][CH3:11])=[CH:6][NH+:5]=1.[CH3:12][C:13]1[NH:20][C:18](=[S:19])[NH:17][C:15](=[O:16])[CH:14]=1>>[CH2:10]([C:7]1[CH:8]=[CH:9][C:4]([CH2:3][S:19][C:18]2[NH:17][C:15](=[O:16])[CH:14]=[C:13]([CH3:12])[N:20]=2)=[N:5][CH:6]=1)[CH3:11] |f:0.1|. Procedure details: The title compound is prepared from 2-chloromethyl-5-ethylpyridinium chloride (m.p.: 126°-128° C.) and 6-methyl-2-thiouracyl by using the process described in Example 12. After recrystallization from ethanol the title compound is obtained as a white crystalline product in a yield of 51%, m.p.: 127°-128° C. The reactants are FC1=C(C=C(C(=O)OCC)C=C1)[N+](=O)[O-] (ethyl 4-fluoro-3-nitrobenzoate), C(C(C)C)NCCC (N-isobutyl-N-propylamine). The solvent is C(C)O (ethanol). Run at temperature 60 celsius. Product: C(C(C)C)N(C1=C(C=C(C(=O)OCC)C=C1)[N+](=O)[O-])CCC (Ethyl 4-[isobutyl(propyl)amino]-3-nitrobenzoate). Yield: 92.7%. RXN SMILES: F[C:2]1[CH:12]=[CH:11][C:5]([C:6]([O:8][CH2:9][CH3:10])=[O:7])=[CH:4][C:3]=1[N+:13]([O-:15])=[O:14].[CH2:16]([NH:20][CH2:21][CH2:22][CH3:23])[CH:17]([CH3:19])[CH3:18]>C(O)C>[CH2:16]([N:20]([CH2:21][CH2:22][CH3:23])[C:2]1[CH:12]=[CH:11][C:5]([C:6]([O:8][CH2:9][CH3:10])=[O:7])=[CH:4][C:3]=1[N+:13]([O-:15])=[O:14])[CH:17]([CH3:19])[CH3:18]. Procedure details: To a solution of ethyl 4-fluoro-3-nitrobenzoate (7.4 g, 0.035 mol) in ethanol (100 mL) was added N-isobutyl-N-propylamine (11.98 g, 0.104 mol) at RT. The reaction mixture was heated at 60° C. for 12 h. It was then concentrated under reduced pressure. The residue was dissolved in water (40 mL) and was acidified to pH=4 with 1 M HCl solution. It was extracted with EtOAc (2×75 mL). The combined organic phases were washed with brine, dried over sodium sulphate and evaporated to afford the title comp... Starting materials: O1N=C(C=C1)NC[C@H]1CN(C(O1)=O)C1=CC(=C(C=C1)N1C[C@H](CC1)NC(C)=O)F (5(S)-Isoxazol-3-ylaminomethyl-3-(4-(3(S)-acetamidopyrrolidin-1-yl)-3-fluorophenyl)oxazolidin-2-one), Cl.N[C@@H]1CN(CC1)C1=C(C=C(C=C1)N1C(O[C@H](C1)CN(C(=O)OCC(Cl)(Cl)Cl)C1=NOC=C1)=O)F (3-(4-(3(S)-aminopyrrolidin-1-yl)-3-fluorophenyl)-5(R)-(N-(2,2,2-trichloroethyloxycarbonyl)isoxazol-3-ylaminomethyl)oxazolidin-2-one hydrochloride salt), CS(=O)(=O)Cl (methanesulfonyl chloride). Yields the product O1N=C(C=C1)NC[C@H]1CN(C(O1)=O)C1=CC(=C(C=C1)N1C[C@H](CC1)NS(=O)(=O)C)F (5(S)-Isoxazol-3-ylaminomethyl-3-(4-(3(S)-methanesulfonamido-pyrrolidin-1-yl)-3-fluorophenyl)oxazolidin-2-one). RXN SMILES: [O:1]1[CH:5]=[CH:4][C:3]([NH:6][CH2:7][C@@H:8]2[O:12][C:11](=[O:13])[N:10]([C:14]3[CH:19]=[CH:18][C:17]([N:20]4[CH2:24][CH2:23][C@H:22]([NH:25]C(=O)C)[CH2:21]4)=[C:16]([F:29])[CH:15]=3)[CH2:9]2)=[N:2]1.Cl.N[C@H]1CCN(C2C=CC(N3C[C@H](CN(C4C=CON=4)C(OCC(Cl)(Cl)Cl)=O)OC3=O)=CC=2F)C1.[CH3:65][S:66](Cl)(=[O:68])=[O:67]>>[O:1]1[CH:5]=[CH:4][C:3]([NH:6][CH2:7][C@@H:8]2[O:12][C:11](=[O:13])[N:10]([C:14]3[CH:19]=[CH:18][C:17]([N:20]4[CH2:24][CH2:23][C@H:22]([NH:25][S:66]([CH3:65])(=[O:68])=[O:67])[CH2:21]4)=[C:16]([F:29])[CH:15]=3)[CH2:9]2)=[N:2]1 |f:1.2|. Procedure: Using essentially the method for the intermediate of Example 12, starting from 3-(4-(3(S)-aminopyrrolidin-1-yl)-3-fluorophenyl)-5(R)-(N-(2,2,2-trichloroethyloxycarbonyl)isoxazol-3-ylaminomethyl)oxazolidin-2-one hydrochloride salt (400 mg, 0.74 mM) and methanesulfonyl chloride gave the desired product (361 mg). The reactants are Cl, CCOC(=O)CC(c1ccccc1)n1cnc2ccc(NC(=O)c3cccc(N)c3)cc21. Product: Nc1cccc(C(=O)Nc2ccc3ncn(C(CC(=O)O)c4ccccc4)c3c2)c1. Reaction SMILES: [ClH:33].[NH2:1][c:2]1[cH:3][c:4]([C:5](=[O:6])[NH:7][c:8]2[cH:9][cH:10][c:11]3[c:12]([n:13]([CH:16]([CH2:17][C:18](=[O:19])[O:20][CH2:21][CH3:22])[c:23]4[cH:24][cH:25][cH:26][cH:27][cH:28]4)[cH:14][n:15]3)[cH:29]2)[cH:30][cH:31][cH:32]1>>[NH2:1][c:2]1[cH:3][c:4]([C:5](=[O:6])[NH:7][c:8]2[cH:9][cH:10][c:11]3[c:12]([n:13]([CH:16]([CH2:17][C:18](=[O:19])[OH:20])[c:23]4[cH:24][cH:25][cH:26][cH:27][cH:28]4)[cH:14][n:15]3)[cH:29]2)[cH:30][cH:31][cH:32]1. The reactants are C[O-], CO, Cc1nc(Cl)ccc1[N+](=O)[O-], [Na+], O. The product is COc1ccc([N+](=O)[O-])c(C)n1. RXN SMILES: [CH3:12][O-:13].[CH3:16][OH:17].[Cl:1][c:2]1[cH:3][cH:4][c:5]([N+:9](=[O:10])[O-:11])[c:6]([CH3:8])[n:7]1.[Na+:14].[OH2:15]>>[c:2]1([O:13][CH3:12])[cH:3][cH:4][c:5]([N+:9](=[O:10])[O-:11])[c:6]([CH3:8])[n:7]1. The reactants are Cl.C(C)(=O)C=1C=CC(=C(C1)C=1C2=C(N=CN1)C(=C(N2)C)C(=O)NC2CCNCC2)OCC2CC2 (4-[5-Acetyl-2-(cyclopropylmethoxy)phenyl]-6-methyl-N-(piperidin-4-yl)-5H-pyrrolo[3,2-d]pyrimidine-7-carboxamide hydrochloride), C(C)(=O)O[C@H](C(=O)Cl)C ((2S)-1-chloro-1-oxopropan-2-yl acetate). The product is C(C)(=O)C=1C=CC(=C(C1)C=1C2=C(N=CN1)C(=C(N2)C)C(=O)NC2CCN(CC2)C([C@H](C)O)=O)OCC2CC2 (4-[5-Acetyl-2-(cyclopropylmethoxy)phenyl]-N-{1-[(2S)-2-hydroxypropanoyl]piperidin-4-yl}-6-methyl-5H-pyrrolo[3,2-d]pyrimidine-7-carboxamide). RXN SMILES: Cl.[C:2]([C:5]1[CH:6]=[CH:7][C:8]([O:30][CH2:31][CH:32]2[CH2:34][CH2:33]2)=[C:9]([C:11]2[C:12]3[NH:19][C:18]([CH3:20])=[C:17]([C:21]([NH:23][CH:24]4[CH2:29][CH2:28][NH:27][CH2:26][CH2:25]4)=[O:22])[C:13]=3[N:14]=[CH:15][N:16]=2)[CH:10]=1)(=[O:4])[CH3:3].C([O:38][C@@H:39]([CH3:43])[C:40](Cl)=[O:41])(=O)C>>[C:2]([C:5]1[CH:6]=[CH:7][C:8]([O:30][CH2:31][CH:32]2[CH2:33][CH2:34]2)=[C:9]([C:11]2[C:12]3[NH:19][C:18]([CH3:20])=[C:17]([C:21]([NH:23][CH:24]4[CH2:29][CH2:28][N:27]([C:40](=[O:41])[C@@H:39]([OH:38])[CH3:43])[CH2:26][CH2:25]4)=[O:22])[C:13]=3[N:14]=[CH:15][N:16]=2)[CH:10]=1)(=[O:4])[CH3:3] |f:0.1|. Procedure: Starting from 4-[5-acetyl-2-(cyclopropylmethoxy)phenyl]-6-methyl-N-(piperidin-4-yl)-5H-pyrrolo[3,2-d]pyrimidine-7-carboxamide hydrochloride (example D.f55) and commercially available (2S)-1-chloro-1-oxopropan-2-yl acetate the title compound is obtained as colorless solid. Reactants: C[O-], COC(=O)CC(=O)NC1CC2CCC1(C)C2(C)C, CO, CCOC(C)=O, Cl, [Na+], O, ClCc1ccncc1, ClCc1ccncc1. Yields the product COC(=O)C(C(=O)NC1CC2CCC1(C)C2(C)C)(c1ccncc1)C(C)c1ccncc1. RXN SMILES: [CH3:19][O-:20].[CH3:1][O:2][C:3]([CH2:4][C:5](=[O:6])[NH:7][CH:8]1[C:9]2([CH3:17])[CH2:10][CH2:11][CH:12]([CH2:13]1)[C:14]2([CH3:15])[CH3:16])=[O:18].[CH3:39][OH:40].[CH3:42][CH2:43][O:44][C:45](=[O:46])[CH3:47].[ClH:30].[Na+:21].[OH2:41].[cH:22]1[cH:23][c:24]([CH2:28][Cl:29])[cH:25][cH:26][n:27]1.[cH:31]1[cH:32][c:33]([CH2:37][Cl:38])[cH:34][cH:35][n:36]1>>[CH3:1][O:2][C:3]([C:4]([C:5](=[O:6])[NH:7][CH:8]1[C:9]2([CH3:17])[CH2:10][CH2:11][CH:12]([CH2:13]1)[C:14]2([CH3:15])[CH3:16])([CH:28]([CH3:19])[c:24]1[cH:23][cH:22][n:27][cH:26][cH:25]1)[c:33]1[cH:32][cH:31][n:36][cH:35][cH:34]1)=[O:18].